This data is from the Open Reaction Database (ORD), a public repository of structured organic reaction records. The task is: describe an organic reaction: reactants, conditions, products, and yield Reactants: [H-].[Al+3].[Li+].[H-].[H-].[H-] (lithium aluminum hydride), solution, SCCCSC(CC1(C2=C(CCC3=C1C=CC=C3)C=CC=C2)CCN(C)C)=O ([5-(2-dimethylaminoethyl)-10,11-dihydro-5H-dibenzo[a,d]cyclohepten-5-yl]-thioacetic acid-S-(3 mercapto-propyl)ester). The solvent is C1CCOC1 (THF), C1CCOC1 (THF), C(C)(=O)OCC (ethyl acetate). Conditions: temperature 0 celsius. Product: CN(CCC1(C2=C(CCC3=C1C=CC=C3)C=CC=C2)CCO)C (2-[5-(2-dimethylaminoethyl)-10,11-dihydro-5H-dibenzo[a,d]cyclohepten-5-yl]ethanol). As a reaction SMILES: SCCCS[C:6](=[O:28])[CH2:7][C:8]1([CH2:23][CH2:24][N:25]([CH3:27])[CH3:26])[C:14]2[CH:15]=[CH:16][CH:17]=[CH:18][C:13]=2[CH2:12][CH2:11][C:10]2[CH:19]=[CH:20][CH:21]=[CH:22][C:9]1=2.[H-].[Al+3].[Li+].[H-].[H-].[H-]>C1COCC1.C(OCC)(=O)C>[CH3:27][N:25]([CH3:26])[CH2:24][CH2:23][C:8]1([CH2:7][CH2:6][OH:28])[C:9]2[CH:22]=[CH:21][CH:20]=[CH:19][C:10]=2[CH2:11][CH2:12][C:13]2[CH:18]=[CH:17][CH:16]=[CH:15][C:14]1=2 |f:1.2.3.4.5.6|. Procedure: To a solution of [5-(2-dimethylaminoethyl)-10,11-dihydro-5H-dibenzo[a,d]cyclohepten-5-yl]-thioacetic acid-S-(3 mercapto-propyl)ester (104), 3.1 g, 7.5 mmol) in 50 mL of THF, maintained under an argon atmosphere, was added lithium aluminum hydride (37.5 mL of a 1M solution in THF; 37.5 mmol) dropwise. The clear solution was refluxed for 5 hours and then cooled to 0° C. The mixture was diluted with ethyl acetate and quenched with 10% sodium hydroxide. The resulting slurry was filtered over celite ...